This data is from the Open Reaction Database (ORD), a public repository of structured organic reaction records. The task is: describe an organic reaction: reactants, conditions, products, and yield The reactants are [BH4-], CO, COC(=O)Nc1cccc(C)c1CNc1cccn2c(C=O)c(C)nc12, Cl, [Na+]. Yields the product COC(=O)Nc1cccc(C)c1CNc1cccn2c(CO)c(C)nc12. Reaction SMILES: [BH4-:27].[CH3:30][OH:31].[CH:1](=[O:2])[c:3]1[c:4]([CH3:26])[n:5][c:6]2[n:7]1[cH:8][cH:9][cH:10][c:11]2[NH:12][CH2:13][c:14]1[c:15]([NH:21][C:22](=[O:23])[O:24][CH3:25])[cH:16][cH:17][cH:18][c:19]1[CH3:20].[ClH:29].[Na+:28]>>[CH2:1]([OH:2])[c:3]1[c:4]([CH3:26])[n:5][c:6]2[n:7]1[cH:8][cH:9][cH:10][c:11]2[NH:12][CH2:13][c:14]1[c:15]([NH:21][C:22](=[O:23])[O:24][CH3:25])[cH:16][cH:17][cH:18][c:19]1[CH3:20].